From a dataset of the Open Reaction Database (ORD), a public repository of structured organic reaction records. describe an organic reaction: reactants, conditions, products, and yield The reactants are [H-].[Al+3].[Li+].[H-].[H-].[H-] (lithium aluminium hydride), O (water), N(=O)C1NCC2N(C1)CCCC2 (3-nitrosoperhydro-1H-pyrido[1,2-a]pyrazine), ice, [OH-].[Na+] (sodium hydroxide). Solvent: O1CCCC1 (tetrahydrofuran), O1CCCC1 (tetrahydrofuran). Run at time 3 hour. Product: NC1NCC2N(C1)CCCC2 (3-aminoperhydro-1H-pyrido[1,2-a]pyrazine). The yield is 107.7%. As a reaction SMILES: [N:1]([CH:3]1[CH2:8][N:7]2[CH2:9][CH2:10][CH2:11][CH2:12][CH:6]2[CH2:5][NH:4]1)=O.[H-].[Al+3].[Li+].[H-].[H-].[H-].[OH-].[Na+].O>O1CCCC1>[NH2:1][CH:3]1[CH2:8][N:7]2[CH2:9][CH2:10][CH2:11][CH2:12][CH:6]2[CH2:5][NH:4]1 |f:1.2.3.4.5.6,7.8|. Procedure: A solution of 6.76 g of crude 3-nitrosoperhydro-1H-pyrido[1,2-a]pyrazine (prepared according to stage (a)) in 30 ml of tetrahydrofuran is added dropwise at reflux temperature to a stirred suspension of 1.71 g of lithium aluminium hydride in 150 ml of tetrahydrofuran. The reaction mixture is stirred at room temperature for a further 3 hours; while cooling with ice 10 ml of aqueous 2N sodium hydroxide solution and then 10 ml of water are added and the whole is stirred at room temperature for a fur... The reactants are CC(OCC)=O (EA), BrC1=NNC2=CC(=C(C=C12)F)F (3-bromo-5,6-difluoro-1H-indazole), C([O-])([O-])=O.[K+].[K+] (potassium carbonate), IC (iodomethane). The solvent is CN1CCCC1 (N-methylpyrrolidine). Yields the product BrC1=NN(C2=CC(=C(C=C12)F)F)C (3-Bromo-5,6-difluoro-1-methyl-1H-indazole). As a reaction SMILES: [Br:1][C:2]1[C:10]2[C:5](=[CH:6][C:7]([F:12])=[C:8]([F:11])[CH:9]=2)[NH:4][N:3]=1.[C:13](=O)([O-])[O-].[K+].[K+].IC.CC(=O)OCC>CN1CCCC1>[Br:1][C:2]1[C:10]2[C:5](=[CH:6][C:7]([F:12])=[C:8]([F:11])[CH:9]=2)[N:4]([CH3:13])[N:3]=1 |f:1.2.3|. Procedure: To a light brown suspension of 3-bromo-5,6-difluoro-1H-indazole (1.0 g, 4.29 mmol) and potassium carbonate (4.15 g, 30.0 mmol) in N-methylpyrrolidine (20 mL) was added iodomethane (0.81 mL, 12.9 mmol) at room temperature. The resulting dark brown solution was stirred for 15 h at room temperature under nitrogen atmosphere by which time the TLC (2:1, Hex:EA, Rf=0.6, major and 0.4, minor) indicated the presence of the desired compound. The reaction was diluted with water (˜100 mL), the organic comp... Starting materials: C(#N)C1=CC=C(C=C1)CC(=O)OCC (ethyl (4-cyanophenyl)acetate). The reagents and catalysts are [Ni] (Raney nickel). The solvent is N (ammonia). Conditions: time 45 minute. Product: NCC1=CC=C(C=C1)CC(=O)OCC (Ethyl (4-aminomethylphenyl)acetate). As a reaction SMILES: [C:1]([C:3]1[CH:8]=[CH:7][C:6]([CH2:9][C:10]([O:12][CH2:13][CH3:14])=[O:11])=[CH:5][CH:4]=1)#[N:2]>N.[Ni]>[NH2:2][CH2:1][C:3]1[CH:8]=[CH:7][C:6]([CH2:9][C:10]([O:12][CH2:13][CH3:14])=[O:11])=[CH:5][CH:4]=1. Procedure: 0.5 g (2.6 mmol) of ethyl (4-cyanophenyl)acetate was dissolved in 70 ml of ethanolic ammonia solution and hydrogenated, at room temperature and under standard pressure, over Raney nickel. After 45 minutes, the mixture was filtered and evaporated. This resulted in 0.42 g (82%) of ethyl (4-aminomethylphenyl)acetate. MS (ES+): m/e=194.11 Reactants: CO, CC(C)(O)c1ccc(C(=O)Nc2cc(Cl)n3nccc3n2)cc1, [Na+], O=C([O-])O, OB(O)c1ccsc1. Yields the product CC(C)(O)c1ccc(C(=O)Nc2cc(-c3ccsc3)n3nccc3n2)cc1. Reaction SMILES: [CH3:37][OH:38].[Cl:1][c:2]1[cH:3][c:4]([NH:11][C:12]([c:13]2[cH:14][cH:15][c:16]([C:19]([CH3:20])([CH3:21])[OH:22])[cH:17][cH:18]2)=[O:23])[n:5][c:6]2[n:7]1[n:8][cH:9][cH:10]2.[Na+:36].[O-:32][C:33]([OH:34])=[O:35].[s:24]1[cH:25][c:26]([B:29]([OH:30])[OH:31])[cH:27][cH:28]1>>[c:2]1(-[c:26]2[cH:25][s:24][cH:28][cH:27]2)[cH:3][c:4]([NH:11][C:12]([c:13]2[cH:14][cH:15][c:16]([C:19]([CH3:20])([CH3:21])[OH:22])[cH:17][cH:18]2)=[O:23])[n:5][c:6]2[n:7]1[n:8][cH:9][cH:10]2. Procedure: A mixture of methyl 4-fluoro-2-hydroxybenzoate (12 g, 70.5 mmol), triphenyl-phosphine (22.2 g, 84.6 mmol), N-methyl-4-hydroxypiperidine (8.1 g, 70.3 mmol) and benzene (25 mL) was heated until all the solids dissolved. The solution was cooled to 0° C., then sonicated while adding diethyl azodicarboxylate (14.7 g, 84.6 mmol) dropwise. After the addition was complete, the reaction was sonicated for an additional 60 minutes, and then purified by flash chromatography, eluting sequentially with 50% Et... Yields the product FC1=CC(=C(C(=O)OC)C=C1)OC1CCN(CC1)C (Methyl 4-fluoro-2-(1-methylpiperidin-4-yloxy)benzoate). Solvent: CHCl3, CO (MeOH), C1=CC=CC=C1 (benzene). Isolated yield 57.5%. Reaction conditions: temperature 0 celsius. RXN SMILES: [F:1][C:2]1[CH:11]=[CH:10][C:5]([C:6]([O:8][CH3:9])=[O:7])=[C:4]([OH:12])[CH:3]=1.C1(P(C2C=CC=CC=2)C2C=CC=CC=2)C=CC=CC=1.[CH3:32][N:33]1[CH2:38][CH2:37][CH:36](O)[CH2:35][CH2:34]1.N(C(OCC)=O)=NC(OCC)=O>CO.C1C=CC=CC=1>[F:1][C:2]1[CH:11]=[CH:10][C:5]([C:6]([O:8][CH3:9])=[O:7])=[C:4]([O:12][CH:36]2[CH2:37][CH2:38][N:33]([CH3:32])[CH2:34][CH2:35]2)[CH:3]=1. Starting materials: N(=NC(=O)OCC)C(=O)OCC (diethyl azodicarboxylate), FC1=CC(=C(C(=O)OC)C=C1)O (methyl 4-fluoro-2-hydroxybenzoate), C1(=CC=CC=C1)P(C1=CC=CC=C1)C1=CC=CC=C1 (triphenyl-phosphine), CN1CCC(CC1)O (N-methyl-4-hydroxypiperidine).